From a dataset of the Open Reaction Database (ORD), a public repository of structured organic reaction records. describe an organic reaction: reactants, conditions, products, and yield Starting materials: solution, [H-].C(C(C)C)[Al+]CC(C)C (diisobutylaluminium hydride), C1(=CC=CC=C1)C (toluene), [C@@H]([C@H](C(=O)[O-])O)(C(=O)[O-])O.[Na+].[K+] (Rochelle salt), C(#N)C=C1C(CCCC1)(C(NC)=S)C=1C=NC2=CC=CC=C2C1 ((±)-2 -cyanomethylene-N-methyl-1-(quinolin-3 -yl)cyclohexane carbothioamide). Solvent: ClCCl (dichloromethane), ClCCl (Dichloromethane). Reaction conditions: temperature 10 celsius. Product: C(=O)C=C1C(CCCC1)(C(NC)=S)C=1C=NC2=CC=CC=C2C1 ((±)-2 -formylmethylene-N-methyl-1-(quinolin-3 -yl)cyclohexane carbothioamide). As a reaction SMILES: [C:1]([CH:3]=[C:4]1[CH2:9][CH2:8][CH2:7][CH2:6][C:5]1([C:14]1[CH:15]=[N:16][C:17]2[C:22]([CH:23]=1)=[CH:21][CH:20]=[CH:19][CH:18]=2)[C:10](=[S:13])[NH:11][CH3:12])#N.[H-].C([Al+]CC(C)C)C(C)C.C1(C)C=CC=CC=1.[C@H](O)(C([O-])=O)[C@@H](O)C([O-])=[O:44].[Na+].[K+]>ClCCl>[CH:1]([CH:3]=[C:4]1[CH2:9][CH2:8][CH2:7][CH2:6][C:5]1([C:14]1[CH:15]=[N:16][C:17]2[C:22]([CH:23]=1)=[CH:21][CH:20]=[CH:19][CH:18]=2)[C:10](=[S:13])[NH:11][CH3:12])=[O:44] |f:1.2,4.5.6|. Reported procedure: A solution of (±)-2 -cyanomethylene-N-methyl-1-(quinolin-3 -yl)cyclohexane carbothioamide (1 g, 3.1 mmol) in dichloromethane (25 ml) was cooled to -20° C. and treated with a 1 M solution of diisobutylaluminium hydride in toluene (3.1 ml, 3.1 mmol). The mixture was allowed to warm to 10° C. over 90 mins. Dichloromethane (50 ml) was added to the reaction mixture followed by an aqueous solution of Rochelle salt (50 ml). The layers were separated and the organic layer was washed with an aqueous solu...